This data is from the Open Reaction Database (ORD), a public repository of structured organic reaction records. The task is: describe an organic reaction: reactants, conditions, products, and yield Reaction conditions: time 15 minute. Starting materials: CS(=O)(=O)OC1CC(N(CC1)C(=O)OC(C)(C)C)=O (tert-Butyl 4-(methylsulfonyloxy)-2-oxopiperidine-1-carboxylate), C1(CCC1)OC1=C2CC[C@@H](N(C2=CC=C1C=1C=NNC1)C(=O)OC)C ((S)-methyl 5-cyclobutoxy-2-methyl-6-(1H-pyrazol-4-yl)-3,4-dihydroquinoline-1(2H)-carboxylate), CN(C=O)C (N,N-dimethylformamide), [H-].[Na+] (Sodium hydride). Product: C1(CCC1)OC1=C2CC[C@@H](N(C2=CC=C1C=1C=NN(C1)C1CC(NCC1)=O)C(=O)OC)C ((2S)-methyl 5-cyclobutoxy-2-methyl-6-(1-(2-oxopiperidin-4-yl)-1H-pyrazol-4-yl)-3,4-dihydroquinoline-1(2H)-carboxylate). Reported procedure: An 8-mL resealable tube was charged with (S)-methyl 5-cyclobutoxy-2-methyl-6-(1H-pyrazol-4-yl)-3,4-dihydroquinoline-1(2H)-carboxylate (0.050 g, 0.15 mmol) and N,N-dimethylformamide (2 mL). Sodium hydride (60% dispersion in mineral oil, 0.012 g, 0.50 mmol) was added, and the resulting mixture stirred for 15 min at room temperature. tert-Butyl 4-(methylsulfonyloxy)-2-oxopiperidine-1-carboxylate (0.141 g, 0.48 mmol) was added, and the resulting mixture stirred overnight at 50° C. The reaction mixtu... Run in O (water). As a reaction SMILES: [CH:1]1([O:5][C:6]2[C:15]([C:16]3[CH:17]=[N:18][NH:19][CH:20]=3)=[CH:14][CH:13]=[C:12]3[C:7]=2[CH2:8][CH2:9][C@H:10]([CH3:25])[N:11]3[C:21]([O:23][CH3:24])=[O:22])[CH2:4][CH2:3][CH2:2]1.CN(C)C=O.[H-].[Na+].CS(O[CH:38]1[CH2:43][CH2:42][N:41](C(OC(C)(C)C)=O)[C:40](=[O:51])[CH2:39]1)(=O)=O>O>[CH:1]1([O:5][C:6]2[C:15]([C:16]3[CH:20]=[N:19][N:18]([CH:38]4[CH2:43][CH2:42][NH:41][C:40](=[O:51])[CH2:39]4)[CH:17]=3)=[CH:14][CH:13]=[C:12]3[C:7]=2[CH2:8][CH2:9][C@H:10]([CH3:25])[N:11]3[C:21]([O:23][CH3:24])=[O:22])[CH2:2][CH2:3][CH2:4]1 |f:2.3|. Reactants: C(C)(C)(C)OC(N(CC=1C=CC=C2CCN(C12)C1=CC=NC=C1)CC1=CC=CC=C1)=O (benzyl-[1-(pyridin-4-yl)-2,3-dihydro-1H-indol-7-ylmethyl]carbamic acid tert-butyl ester). The reagents and catalysts are [O-2].[O-2].[Mn+4] (manganese dioxide). Run in C1(=CC=CC=C1)C (toluene). Run at temperature 90 celsius, time 16 hour. Product: C(C)(C)(C)OC(N(CC=1C=CC=C2C=CN(C12)C1=CC=NC=C1)CC1=CC=CC=C1)=O (Benzyl-[1-(pyridin-4-yl)-1H-indol-7-ylmethyl]carbamic acid tert-butyl ester). Yield: 51.5%. As a reaction SMILES: [C:1]([O:5][C:6](=[O:31])[N:7]([CH2:24][C:25]1[CH:30]=[CH:29][CH:28]=[CH:27][CH:26]=1)[CH2:8][C:9]1[CH:10]=[CH:11][CH:12]=[C:13]2[C:17]=1[N:16]([C:18]1[CH:23]=[CH:22][N:21]=[CH:20][CH:19]=1)[CH2:15][CH2:14]2)([CH3:4])([CH3:3])[CH3:2]>C1(C)C=CC=CC=1.[O-2].[O-2].[Mn+4]>[C:1]([O:5][C:6](=[O:31])[N:7]([CH2:24][C:25]1[CH:26]=[CH:27][CH:28]=[CH:29][CH:30]=1)[CH2:8][C:9]1[CH:10]=[CH:11][CH:12]=[C:13]2[C:17]=1[N:16]([C:18]1[CH:19]=[CH:20][N:21]=[CH:22][CH:23]=1)[CH:15]=[CH:14]2)([CH3:4])([CH3:2])[CH3:3] |f:2.3.4|. Reported procedure: Add active manganese dioxide (0.8 g, 9.0 mmol) to a solution of benzyl-[1-(pyridin-4-yl)-2,3-dihydro-1H-indol-7-ylmethyl]carbamic acid tert-butyl ester (0.39 mg, 0.94 mmol) in toluene. Stir the mixture at 90° C. for 16 hours. Cool and filter, then concentrate the filtrate. Purify by chromatography (silica gel; hexane/ethyl acetate; 3:1 to 0:1) to isolate a solid as the title compound (200 mg, 50%). MS (ESI) m/z 414 (M+H)+.